Dataset: the Open Reaction Database (ORD), a public repository of structured organic reaction records. Task: describe an organic reaction: reactants, conditions, products, and yield Starting materials: C(C)(C)(C)OC(=O)N[C@@H](CC1=CC=CC=C1)C(=O)OC(CC(=O)O)CCCCCCCCCCCC(C)C (3-(N-tertiarybutoxycarbonyl-L-phenylalanyl)oxy-15-methylhexadecanoic acid), ON1N=NC2=C1C=CC=C2 (1-hydroxybenzotriazole), Cl.C(C)N=C=NCCCN(C)C (1-ethyl-3-(3-dimethylaminopropyl)carbodiimide hydrochloride), N (Ammonia), Cl (hydrochloric acid). Run in O1CCCC1 (tetrahydrofuran), C(C)(=O)OCC (ethyl acetate). Run at time 30 minute. Yields the product C(C)(C)(C)OC(=O)N[C@@H](CC1=CC=CC=C1)C(=O)OC(CC(=O)N)CCCCCCCCCCCC(C)C (3-(N-tertiarybutoxycarbonyl-L-phenylalanyl)oxy-15-methylhexadecanamide). RXN SMILES: [C:1]([O:5][C:6]([NH:8][C@H:9]([C:17]([O:19][CH:20]([CH2:25][CH2:26][CH2:27][CH2:28][CH2:29][CH2:30][CH2:31][CH2:32][CH2:33][CH2:34][CH2:35][CH:36]([CH3:38])[CH3:37])[CH2:21][C:22](O)=[O:23])=[O:18])[CH2:10][C:11]1[CH:16]=[CH:15][CH:14]=[CH:13][CH:12]=1)=[O:7])([CH3:4])([CH3:3])[CH3:2].O[N:40]1C2C=CC=CC=2N=N1.Cl.C(N=C=NCCCN(C)C)C.N.Cl>O1CCCC1.C(OCC)(=O)C>[C:1]([O:5][C:6]([NH:8][C@H:9]([C:17]([O:19][CH:20]([CH2:25][CH2:26][CH2:27][CH2:28][CH2:29][CH2:30][CH2:31][CH2:32][CH2:33][CH2:34][CH2:35][CH:36]([CH3:38])[CH3:37])[CH2:21][C:22]([NH2:40])=[O:23])=[O:18])[CH2:10][C:11]1[CH:16]=[CH:15][CH:14]=[CH:13][CH:12]=1)=[O:7])([CH3:4])([CH3:3])[CH3:2] |f:2.3|. Procedure: To a solution of 3-(N-tertiarybutoxycarbonyl-L-phenylalanyl)oxy-15-methylhexadecanoic acid (2.30 g) in tetrahydrofuran (30 ml) was added 1-hydroxybenzotriazole (0.58 g) and 1-ethyl-3-(3-dimethylaminopropyl)carbodiimide hydrochloride (0.82 g). The mixture was stirred at room temperature for 30 minutes. 28% Ammonia solution (0.5 ml) was added to the mixture and then the mixture was stirred at room temperature for 2 hours. The mixture was poured into a mixture of ethyl acetate and diluted hydrochlo... Reactants: ClC1=C(C(=CC=C1)Cl)C1C(=C(NC(=C1C(=O)OC)C)CC(=O)OC)C(=O)OC (dimethyl 4-(2,6-dichlorophenyl)-2-methoxycarbonylmethyl-6-methyl-1,4-dihydropyridine-3,5-dicarboxylate), N1CCNCC1 (piperazine), CN(C=O)C (dimethylformamide). Run in O (water). Conditions: temperature 100 celsius, time 1.5 hour. Product: ClC1=C(C(=CC=C1)Cl)C1C(=C(NC(=C1C(=O)OC)C)CC(=O)N1CCNCC1)C(=O)OC (Dimethyl 4-(2,6-dichlorophenyl)-6-methyl-2-piperazinylcarbonylmethyl-1,4-dihydro-pyridine-3,5-dicarboxylate). Reaction SMILES: [Cl:1][C:2]1[CH:7]=[CH:6][CH:5]=[C:4]([Cl:8])[C:3]=1[CH:9]1[C:14]([C:15]([O:17][CH3:18])=[O:16])=[C:13]([CH3:19])[NH:12][C:11]([CH2:20][C:21](OC)=[O:22])=[C:10]1[C:25]([O:27][CH3:28])=[O:26].[NH:29]1[CH2:34][CH2:33][NH:32][CH2:31][CH2:30]1.CN(C)C=O>O>[Cl:1][C:2]1[CH:7]=[CH:6][CH:5]=[C:4]([Cl:8])[C:3]=1[CH:9]1[C:14]([C:15]([O:17][CH3:18])=[O:16])=[C:13]([CH3:19])[NH:12][C:11]([CH2:20][C:21]([N:29]2[CH2:34][CH2:33][NH:32][CH2:31][CH2:30]2)=[O:22])=[C:10]1[C:25]([O:27][CH3:28])=[O:26]. Reported procedure: A mixture of dimethyl 4-(2,6-dichlorophenyl)-2-methoxycarbonylmethyl-6-methyl-1,4-dihydropyridine-3,5-dicarboxylate(13.9 g, 30 mmol) , piperazine(39.2 g, 460 mmol), and dimethylformamide(30 ml) was heated to 100° C. (becomes a solution) and stirred for 1.5 h (longer reaction times result in decomposition). The reaction mixture was cooled briefly, poured into water(800 ml), and extracted with ethyl acetate. The extract was washed thoroughly with water, dried over sodium sulfate, and concentrated ...